Dataset: the Open Reaction Database (ORD), a public repository of structured organic reaction records. Task: describe an organic reaction: reactants, conditions, products, and yield The reactants are CCCCCCCC(=O)Cl, ClCCl, N#N, O, O=Cc1ccc(O)cc1, c1ccncc1. Product: CCCCCCCC(=O)Oc1ccc(C=O)cc1. As a reaction SMILES: [C:16]([CH2:17][CH2:18][CH2:19][CH2:20][CH2:21][CH2:22][CH3:23])(=[O:24])[Cl:25].[Cl:29][CH2:30][Cl:31].[N:26]#[N:27].[OH2:28].[OH:1][c:2]1[cH:3][cH:4][c:5]([CH:6]=[O:7])[cH:8][cH:9]1.[cH:10]1[cH:11][cH:12][n:13][cH:14][cH:15]1>>[O:1]([c:2]1[cH:3][cH:4][c:5]([CH:6]=[O:7])[cH:8][cH:9]1)[C:16]([CH2:17][CH2:18][CH2:19][CH2:20][CH2:21][CH2:22][CH3:23])=[O:24].